describe an organic reaction: reactants, conditions, products, and yield From a dataset of the Open Reaction Database (ORD), a public repository of structured organic reaction records. The reactants are CCN(C(C)C)C(C)C, Cl, NO, CN(C)C=O, O=C(O)C1CC2(CCC1C(=O)N1CCN(c3ccccc3)CC1)CC2. Product: O=C(NO)C1CC2(CCC1C(=O)N1CCN(c3ccccc3)CC1)CC2. As a reaction SMILES: [CH:29]([N:30]([CH2:31][CH3:32])[CH:33]([CH3:34])[CH3:35])([CH3:36])[CH3:37].[ClH:26].[NH2:27][OH:28].[O:38]=[CH:39][N:40]([CH3:41])[CH3:42].[c:1]1([N:7]2[CH2:8][CH2:9][N:10]([C:13](=[O:14])[CH:15]3[CH:16]([C:23](=[O:24])[OH:25])[CH2:17][C:18]4([CH2:19][CH2:20]4)[CH2:21][CH2:22]3)[CH2:11][CH2:12]2)[cH:2][cH:3][cH:4][cH:5][cH:6]1>>[c:1]1([N:7]2[CH2:8][CH2:9][N:10]([C:13](=[O:14])[CH:15]3[CH:16]([C:23](=[O:25])[NH:27][OH:28])[CH2:17][C:18]4([CH2:19][CH2:20]4)[CH2:21][CH2:22]3)[CH2:11][CH2:12]2)[cH:2][cH:3][cH:4][cH:5][cH:6]1. Reactants: O=C(Cl)c1ccc(C(F)(F)F)cc1, Nc1nc2cccc(-c3ccoc3)n2n1. Product: O=C(Nc1nc2cccc(-c3ccoc3)n2n1)c1ccc(C(F)(F)F)cc1. Reaction SMILES: [F:16][C:17]([c:18]1[cH:19][cH:20][c:21]([C:22](=[O:23])[Cl:24])[cH:25][cH:26]1)([F:27])[F:28].[o:1]1[cH:2][c:3](-[c:6]2[cH:7][cH:8][cH:9][c:10]3[n:11]2[n:12][c:13]([NH2:15])[n:14]3)[cH:4][cH:5]1>>[o:1]1[cH:2][c:3](-[c:6]2[cH:7][cH:8][cH:9][c:10]3[n:11]2[n:12][c:13]([NH:15][C:22]([c:21]2[cH:20][cH:19][c:18]([C:17]([F:16])([F:27])[F:28])[cH:26][cH:25]2)=[O:23])[n:14]3)[cH:4][cH:5]1. Starting materials: ClC1=CC2=C(CC3CNCC3C2C2=CC=C(C=C2)Cl)C=C1 ((3aRS,4SR,9aSR)-6-chloro-4-(p-chlorophenyl)-3a,4,9,9a-tetrahydro-benz[f]isoindoline), C=O (formaldehyde). Solvent: C(=O)O (formic acid). The product is ClC1=CC2=C(CC3CN(CC3C2C2=CC=C(C=C2)Cl)C)C=C1 ((3aRS,4SR,9aSR)-6-chloro-4-(p-chlorophenyl)-3a,4,9,9a-tetrahydro-2-methyl-benz[f]isoindoline). Reaction SMILES: [Cl:1][C:2]1[CH:21]=[CH:20][C:5]2[CH2:6][CH:7]3[CH:11]([CH:12]([C:13]4[CH:18]=[CH:17][C:16]([Cl:19])=[CH:15][CH:14]=4)[C:4]=2[CH:3]=1)[CH2:10][NH:9][CH2:8]3.[CH2:22]=O>C(O)=O>[Cl:1][C:2]1[CH:21]=[CH:20][C:5]2[CH2:6][CH:7]3[CH:11]([CH:12]([C:13]4[CH:14]=[CH:15][C:16]([Cl:19])=[CH:17][CH:18]=4)[C:4]=2[CH:3]=1)[CH2:10][N:9]([CH3:22])[CH2:8]3. Reported procedure: A mixture of 1.5 g of (3aRS,4SR,9aSR)-6-chloro-4-(p-chlorophenyl)-3a,4,9,9a-tetrahydro-benz[f]isoindoline, 10 cc of 100% formic acid and 10 cc of a 40% aqueous formaldehyde solution is heated to the boil at reflux for 2 hours in an atmosphere of nitrogen. The mixture is concentrated by evaporation, the residue is taken up in water, the solution is made alkaline with concentrated caustic soda solution and is extracted with methylene chloride. Ether is added to the dried extracts until they are tu... Reactants: O(C1=CC=CC=C1)C1=CC=C(N)C=C1 (p-phenoxyaniline), Cl/C/1=C(/C(=O)OC1=O)\Cl (dichloromaleic anhydride). Run in C(C)(=O)O (acetic acid). The product is O(C1=CC=CC=C1)C1=CC=C(C=C1)N1C(C(=C(C1=O)Cl)Cl)=O (N-(p-phenoxyphenyl)-2,3-dichloromaleimide). Reaction SMILES: [O:1]([C:8]1[CH:14]=[CH:13][C:11]([NH2:12])=[CH:10][CH:9]=1)[C:2]1[CH:7]=[CH:6][CH:5]=[CH:4][CH:3]=1.[Cl:15][C:16]1=[C:17]([Cl:23])[C:18]([O:20][C:21]1=O)=[O:19]>C(O)(=O)C>[O:1]([C:8]1[CH:9]=[CH:10][C:11]([N:12]2[C:21](=[O:20])[C:16]([Cl:15])=[C:17]([Cl:23])[C:18]2=[O:19])=[CH:13][CH:14]=1)[C:2]1[CH:3]=[CH:4][CH:5]=[CH:6][CH:7]=1. Procedure details: A mixture of 28 g of p-phenoxyaniline and 28 g of dichloromaleic anhydride in 200 ml of glacial acetic acid was heated at reflux for 3 hours. Upon subsequent cooling, N-phenoxyphenyl-2,3 -dichloromaleimide crystallized and was collected by filtration. The 46 g (92% of theory) of crude material was washed with petroleum ether and air-dried. An analytical sample was prepared by recrystallization from glacial acetic acid, producing golden flakes of N-(p-phenoxyphenyl)-2,3-dichloromaleimide melting ...